From a dataset of the Open Reaction Database (ORD), a public repository of structured organic reaction records. describe an organic reaction: reactants, conditions, products, and yield Reactants: C1(CC1)COC1=C(C=CC(=N1)C(=O)O)N1CC(CC1)(F)F (6-cyclopropylmethoxy-5-(3,3-difluoro-pyrrolidin-1-yl)-pyridine-2-carboxylic acid), NC(C(=O)NC)(C)C (2-amino-N,2-dimethyl-propanamide). The product is CC(C)(C(NC)=O)NC(=O)C1=NC(=C(C=C1)N1CC(CC1)(F)F)OCC1CC1 (6-Cyclopropylmethoxy-5-(3,3-difluoro-pyrrolidin-1-yl)-pyridine-2-carboxylic acid (1-methyl-1-methylcarbamoyl-ethyl)-amide). RXN SMILES: [CH:1]1([CH2:4][O:5][C:6]2[N:11]=[C:10]([C:12]([OH:14])=O)[CH:9]=[CH:8][C:7]=2[N:15]2[CH2:19][CH2:18][C:17]([F:21])([F:20])[CH2:16]2)[CH2:3][CH2:2]1.[NH2:22][C:23]([CH3:29])([CH3:28])[C:24]([NH:26][CH3:27])=[O:25]>>[CH3:28][C:23]([NH:22][C:12]([C:10]1[CH:9]=[CH:8][C:7]([N:15]2[CH2:19][CH2:18][C:17]([F:21])([F:20])[CH2:16]2)=[C:6]([O:5][CH2:4][CH:1]2[CH2:2][CH2:3]2)[N:11]=1)=[O:14])([C:24](=[O:25])[NH:26][CH3:27])[CH3:29]. Procedure details: The title compound was synthesized in analogy to Example 1, using 6-cyclopropylmethoxy-5-(3,3-difluoro-pyrrolidin-1-yl)-pyridine-2-carboxylic acid (Example 78 b) and 2-amino-N,2-dimethyl-propanamide (CAN 106914-07-2) as starting materials, MS (EI): m/e=397.1 [M+H]+.